Dataset: the Open Reaction Database (ORD), a public repository of structured organic reaction records. Task: describe an organic reaction: reactants, conditions, products, and yield Reactants: C[O-].[Na+] (NaOMe), COC(=O)C1=C(N(C(C(=C1)Br)=O)CCC1=CC=CC=C1)CN(S(=O)(=O)C1=CC=C(C=C1)C)CC(=O)OC (5-Bromo-2-{[methoxycarbonylmethyl-(toluene-4-sulfonyl)-amino]-methyl}-6-oxo-1-phenethyl-1,6-dihydro-pyridine-3-carboxylic acid methyl ester), Cl (HCl). Run in [Cl-].[Na+].O (brine), CO (MeOH). Conditions: time 16 hour. The product is COC(=O)C=1C(=C2C=C(C(N(C2=CN1)CCC1=CC=CC=C1)=O)Br)O (3-Bromo-5-hydroxy-2-oxo-1-phenethyl-1,2-dihydro-[1,7]naphthyridine-6-carboxylic acid methyl ester). Yield: 65.6%. Reaction SMILES: C[O:2][C:3]([C:5]1[CH:10]=[C:9]([Br:11])[C:8](=[O:12])[N:7]([CH2:13][CH2:14][C:15]2[CH:20]=[CH:19][CH:18]=[CH:17][CH:16]=2)[C:6]=1[CH2:21][N:22]([CH2:33][C:34]([O:36][CH3:37])=[O:35])S(C1C=CC(C)=CC=1)(=O)=O)=O.C[O-].[Na+].Cl>CO.[Cl-].[Na+].O>[CH3:37][O:36][C:34]([C:33]1[C:3]([OH:2])=[C:5]2[C:6](=[CH:21][N:22]=1)[N:7]([CH2:13][CH2:14][C:15]1[CH:20]=[CH:19][CH:18]=[CH:17][CH:16]=1)[C:8](=[O:12])[C:9]([Br:11])=[CH:10]2)=[O:35] |f:1.2,5.6.7|. Procedure: 5-Bromo-2-{[methoxycarbonylmethyl-(toluene-4-sulfonyl)-amino]-methyl}-6-oxo-1-phenethyl-1,6-dihydro-pyridine-3-carboxylic acid methyl ester (371 mg, 0.628 mmol) was dissolved in 10 mL of MeOH and placed in ice bath. NaOMe solution (0.43 mL, 1.88 mmol, 25 wt % in MeOH) was added and the mixture was stirred for 16 h at r.t. 1 M HCl was added to acidify the mixture, followed by addition of 50 mL of brine. The resulting suspension was extracted with CH2Cl2. The organic layer was dried over MgSO4 and... Starting materials: C(C)N(C(C)C)C(C)C (N-ethyldiisopropylamine), COCCl (chloromethyl methyl ether), C(C)(C)(C)C1=NNC(=C1)C(=O)OCC (ethyl 3-tert-butyl-1H-pyrazole-5-carboxylate), ClCC1=CC=C(C=C1)CO ([4-(chloromethyl)phenyl]methanol), C([O-])([O-])=O.[K+].[K+] (potassium carbonate). Run in O1CCCC1 (tetrahydrofuran), CN(C=O)C (N,N-dimethylformamide), O (Water). Run at temperature 70 celsius, time 3 hour. Product: C(C)(C)(C)C1=NN(C(=C1)C(=O)OCC)CC1=CC=C(C=C1)COCOC (ethyl 3-tert-butyl-1-{4-[(methoxymethoxy)methyl]benzyl}-1H-pyrazole-5-carboxylate). Yield: 35.4%. RXN SMILES: [C:1]([C:5]1[CH:9]=[C:8]([C:10]([O:12][CH2:13][CH3:14])=[O:11])[NH:7][N:6]=1)([CH3:4])([CH3:3])[CH3:2].Cl[CH2:16][C:17]1[CH:22]=[CH:21][C:20]([CH2:23][OH:24])=[CH:19][CH:18]=1.C(=O)([O-])[O-].[K+].[K+].C(N(C(C)C)C(C)C)C.[CH3:40][O:41][CH2:42]Cl>O1CCCC1.O.CN(C)C=O>[C:1]([C:5]1[CH:9]=[C:8]([C:10]([O:12][CH2:13][CH3:14])=[O:11])[N:7]([CH2:16][C:17]2[CH:22]=[CH:21][C:20]([CH2:23][O:24][CH2:40][O:41][CH3:42])=[CH:19][CH:18]=2)[N:6]=1)([CH3:4])([CH3:2])[CH3:3] |f:2.3.4|. Reported procedure: A mixture of ethyl 3-tert-butyl-1H-pyrazole-5-carboxylate (3.00 g, 15.3 mmol), [4-(chloromethyl)phenyl]methanol (2.50 g, 16.0 mmol), potassium carbonate (2.11 g, 15.3 mmol) and N,N-dimethylformamide (40 mL) was stirred at 70° C. for 3 hr. Water was added to the reaction mixture, and the mixture was extracted with ethyl acetate. The extract was washed with saturated brine, dried over anhydrous magnesium sulfate, and concentrated under reduced pressure to give a yellow oil. To a solution of the ob...